Dataset: the Open Reaction Database (ORD), a public repository of structured organic reaction records. Task: describe an organic reaction: reactants, conditions, products, and yield Reactants: CCOC(=O)C(C(=O)c1ccccc1)c1ccco1, CC(=O)O, CN1CCCC1=O, [Cl-], [Li+], [Na+], O=C([O-])O. Yields the product O=C(Cc1ccco1)c1ccccc1. RXN SMILES: [CH2:1]([O:2][C:3](=[O:4])[CH:5]([C:6]([c:7]1[cH:8][cH:9][cH:10][cH:11][cH:12]1)=[O:13])[c:14]1[o:15][cH:16][cH:17][cH:18]1)[CH3:19].[CH3:20][C:21](=[O:22])[OH:23].[CH3:31][N:32]1[C:33](=[O:34])[CH2:35][CH2:36][CH2:37]1.[Cl-:25].[Li+:24].[Na+:30].[O-:26][C:27]([OH:28])=[O:29]>>[CH2:5]([C:6]([c:7]1[cH:8][cH:9][cH:10][cH:11][cH:12]1)=[O:13])[c:14]1[o:15][cH:16][cH:17][cH:18]1.